Dataset: the Open Reaction Database (ORD), a public repository of structured organic reaction records. Task: describe an organic reaction: reactants, conditions, products, and yield Starting materials: NC1=C(C=C(C(=C1)OC)OC)CCNCCCN(CCN(C)C1=CC(=C(C=C1)OC)OC)C (N-[3-(2-(2-amino-4,5-dimethoxyphenyl)-ethylamino)-propyl]-N-[2-(N-methyl-3,4-dimethoxy-phenylamino)-ethyl]-methylamine), C(=O)(N1C=NC=C1)N1C=NC=C1 (carbonyldiimidazole). The product is COC=1C(=CC2=C(CCN(C(N2)=O)CCCN(CCN(C)C2=CC(=C(C=C2)OC)OC)C)C1)OC (N-[3-(7,8-Dimethoxy-1,3,4,5-tetrahydro-2H-1,3-benzdiazepin-2-on-3-yl)-propyl]-N-[2-(N-methyl-3,4-dimethoxy-phenylamino)-ethyl]-methylamine). As a reaction SMILES: [NH2:1][C:2]1[CH:7]=[C:6]([O:8][CH3:9])[C:5]([O:10][CH3:11])=[CH:4][C:3]=1[CH2:12][CH2:13][NH:14][CH2:15][CH2:16][CH2:17][N:18]([CH3:33])[CH2:19][CH2:20][N:21]([C:23]1[CH:28]=[CH:27][C:26]([O:29][CH3:30])=[C:25]([O:31][CH3:32])[CH:24]=1)[CH3:22].[C:34](N1C=CN=C1)(N1C=CN=C1)=[O:35]>>[CH3:11][O:10][C:5]1[C:6]([O:8][CH3:9])=[CH:7][C:2]2[NH:1][C:34](=[O:35])[N:14]([CH2:15][CH2:16][CH2:17][N:18]([CH3:33])[CH2:19][CH2:20][N:21]([C:23]3[CH:28]=[CH:27][C:26]([O:29][CH3:30])=[C:25]([O:31][CH3:32])[CH:24]=3)[CH3:22])[CH2:13][CH2:12][C:3]=2[CH:4]=1. Reported procedure: The title compound is prepared from N-[3-(2-(2-amino-4,5-dimethoxyphenyl)-ethylamino)-propyl]-N-[2-(N-methyl-3,4-dimethoxy-phenylamino)-ethyl]-methylamine and carbonyldiimidazole analogously to Example 56. Reactants: C(C)(=O)O[C@@H]1[C@H](O[C@H]([C@@H]([C@H]1OC(C)=O)OC(C)=O)C1=C2CCCOC2=C(C(=C1)CC1=CC=CC=C1)Cl)COC(C)=O ((2R,3R,4R,5S,6S)-2-(Acetoxymethyl)-6-(7-benzyl-8-chlorochroman-5-yl)tetrahydro-2H-pyran-3,4,5-triyl triacetate), [Al+3].[Cl-].[Cl-].[Cl-] (AlCl3), C(C)(=O)Cl (acetyl chloride), Cl (HCl). Run in C(Cl)Cl (CH2Cl2). Run at time 3 hour. Yields the product C(C)(=O)O[C@@H]1[C@H](O[C@H]([C@@H]([C@H]1OC(C)=O)OC(C)=O)C1=C2CCCOC2=C(C(=C1)CC1=CC=C(C=C1)C(C)=O)Cl)COC(C)=O ((2R,3R,4R,5S,6S)-2-(Acetoxymethyl)-6-(7-(4-acetylbenzyl)-8-chlorochroman-5-yl)tetrahydro-2H-pyran-3,4,5-triyl triacetate). Isolated yield 100.7%. RXN SMILES: [C:1]([O:4][C@H:5]1[C@H:10]([O:11][C:12](=[O:14])[CH3:13])[C@@H:9]([O:15][C:16](=[O:18])[CH3:17])[C@H:8]([C:19]2[CH:28]=[C:27]([CH2:29][C:30]3[CH:35]=[CH:34][CH:33]=[CH:32][CH:31]=3)[C:26]([Cl:36])=[C:25]3[C:20]=2[CH2:21][CH2:22][CH2:23][O:24]3)[O:7][C@@H:6]1[CH2:37][O:38][C:39](=[O:41])[CH3:40])(=[O:3])[CH3:2].[Al+3].[Cl-].[Cl-].[Cl-].[C:46](Cl)(=[O:48])[CH3:47].Cl>C(Cl)Cl>[C:1]([O:4][C@H:5]1[C@H:10]([O:11][C:12](=[O:14])[CH3:13])[C@@H:9]([O:15][C:16](=[O:18])[CH3:17])[C@H:8]([C:19]2[CH:28]=[C:27]([CH2:29][C:30]3[CH:35]=[CH:34][C:33]([C:46](=[O:48])[CH3:47])=[CH:32][CH:31]=3)[C:26]([Cl:36])=[C:25]3[C:20]=2[CH2:21][CH2:22][CH2:23][O:24]3)[O:7][C@@H:6]1[CH2:37][O:38][C:39](=[O:41])[CH3:40])(=[O:3])[CH3:2] |f:1.2.3.4|. Procedure details: To a solution of the acetate 176 (500 mg, 0.85 mmol) in CH2Cl2 (20 mL) were added AlCl3 (691 mg, 5.18 mmol) and acetyl chloride (0.37 mL, 5.18 mmol) at 0° C. The mixture was warmed up to rt slowly and left at rt for 3 hours. The mixture was cooled to 0° C. and added aq. 1N HCl solution to quench the reaction. The mixture was extracted with EtOAc (100 mL). The organic layer was washed with brine, dried over MgSO4, filtered, and concentrated in vacuo. The residue was purified by silica gel column ... Starting materials: [OH-].[Li+] (lithium hydroxide), COC([C@@H](NC(=O)C1=C(C=C(C=C1)N1N=NN=C1NCC1=CC(=CC=C1)O)Cl)CC1=CC=C(C=C1)NC(=O)C1=C(C=CC=C1Cl)Cl)=O (4-[[(2,6-dichlorophenyl)carbonyl]amino]-N-[[2-chloro-4-[5-[[(3-hydroxyphenyl)methyl]amino]-1H-tetrazol-1-yl]phenyl]carbonyl]-L-phenylalanine methyl ester). Run in CO (methanol), C1CCOC1 (THF), O (water). Reaction conditions: time 90 minute. Yields the product ClC1=C(C(=CC=C1)Cl)C(=O)NC1=CC=C(C[C@H](NC(=O)C2=C(C=C(C=C2)N2N=NN=C2NCC2=CC(=CC=C2)O)Cl)C(=O)O)C=C1 (4-[[(2,6-dichlorophenyl)carbonyl]amino]-N-[[2-chloro-4-[5-[[(3-hydroxyphenyl)methyl]amino]-1H-tetrazol-1-yl]phenyl]carbonyl]-L-phenylalanine). The yield is 77.5%. As a reaction SMILES: [OH-].[Li+].C[O:4][C:5](=[O:49])[C@H:6]([CH2:31][C:32]1[CH:37]=[CH:36][C:35]([NH:38][C:39]([C:41]2[C:46]([Cl:47])=[CH:45][CH:44]=[CH:43][C:42]=2[Cl:48])=[O:40])=[CH:34][CH:33]=1)[NH:7][C:8]([C:10]1[CH:15]=[CH:14][C:13]([N:16]2[C:20]([NH:21][CH2:22][C:23]3[CH:28]=[CH:27][CH:26]=[C:25]([OH:29])[CH:24]=3)=[N:19][N:18]=[N:17]2)=[CH:12][C:11]=1[Cl:30])=[O:9]>CO.C1COCC1.O>[Cl:47][C:46]1[CH:45]=[CH:44][CH:43]=[C:42]([Cl:48])[C:41]=1[C:39]([NH:38][C:35]1[CH:34]=[CH:33][C:32]([CH2:31][C@@H:6]([C:5]([OH:49])=[O:4])[NH:7][C:8]([C:10]2[CH:15]=[CH:14][C:13]([N:16]3[C:20]([NH:21][CH2:22][C:23]4[CH:28]=[CH:27][CH:26]=[C:25]([OH:29])[CH:24]=4)=[N:19][N:18]=[N:17]3)=[CH:12][C:11]=2[Cl:30])=[O:9])=[CH:37][CH:36]=1)=[O:40] |f:0.1|. Procedure details: An aqueous 1N lithium hydroxide solution (0.33 mL) was added to a solution of 4-[[(2,6-dichlorophenyl)carbonyl]amino]-N-[[2-chloro-4-[5-[[(3-hydroxyphenyl)methyl]amino]-1H-tetrazol-1-yl]phenyl]carbonyl]-L-phenylalanine methyl ester (75 mg; 0.108 mmol) in methanol (0.66 mL) and THF (0.66 mL) and the mixture was stirred at room temperature for 90 min. After the solvents were stripped under reduced pressure, the residue was dissolved in water (20 mL) and extracted with diethyl ether (3×5 mL). The a... The reactants are C[Mg+].[Br-] (MeMgBr), Cl (HCl), FC1=C(C(=O)N\C=C/I)C(=CC=C1)F (2,6-difluoro-N—[(Z)-2-iodovinyl]benzamide), dichloro-bisacetonitrile palladium. The reagents and catalysts are [Br-].[Zn+2].[Br-] (Zinc bromide). Solvent: C(C)OCC (diethyl ether), C(C)OCC (diethyl ether), C1CCOC1 (THF), CN(C)C=O (DMF). Yields the product FC1=C(C(=O)N\C=C/C)C(=CC=C1)F (2,6-difluoro-N—[(Z)-prop-1-enyl]benzamide). Yield: 86.0%. Reaction SMILES: [CH3:1][Mg+].[Br-].[F:4][C:5]1[CH:16]=[CH:15][CH:14]=[C:13]([F:17])[C:6]=1[C:7]([NH:9]/[CH:10]=[CH:11]\I)=[O:8].Cl>[Br-].[Zn+2].[Br-].C(OCC)C.C1COCC1.CN(C=O)C>[F:4][C:5]1[CH:16]=[CH:15][CH:14]=[C:13]([F:17])[C:6]=1[C:7]([NH:9]/[CH:10]=[CH:11]\[CH3:1])=[O:8] |f:0.1,4.5.6|. Procedure: Zinc bromide (1.68 g, 7.48 mmol) was added in portions to a solution of MeMgBr in diethyl ether (3M, 2.4 ml, 7.23 mmol).After stirring at room temperature there was a thick prepicipitate. Some DMF and THF was added to improve solubility and aid stirring. 2,6-difluoro-N—[(Z)-2-iodovinyl]benzamide (746 mg, 2.41 mmol) was added and then dichloro-bisacetonitrile palladium (12.5 mg, 0.048 mmol) was added, and the mixture stirred overnight at RT and then shaken between diethyl ether and HCl (1 M), dri...